This data is from the Open Reaction Database (ORD), a public repository of structured organic reaction records. The task is: describe an organic reaction: reactants, conditions, products, and yield Starting materials: Cn1ccnc1Br, CC(C)(C)OC(=O)NCc1ccc(B(O)O)cc1, O=C([O-])[O-], Cc1ccccc1, CCOC(C)=O, [K+], [K+], [Pd], c1ccc(P(c2ccccc2)c2ccccc2)cc1, c1ccc(P(c2ccccc2)c2ccccc2)cc1, c1ccc(P(c2ccccc2)c2ccccc2)cc1, c1ccc(P(c2ccccc2)c2ccccc2)cc1. Yields the product Cn1ccnc1-c1ccc(CNC(=O)OC(C)(C)C)cc1. As a reaction SMILES: [Br:19][c:20]1[n:21]([CH3:25])[cH:22][cH:23][n:24]1.[C:1]([CH3:2])([CH3:3])([CH3:4])[O:5][C:6](=[O:7])[NH:8][CH2:9][c:10]1[cH:11][cH:12][c:13]([B:16]([OH:17])[OH:18])[cH:14][cH:15]1.[C:26](=[O:27])([O-:28])[O-:29].[CH3:32][c:33]1[cH:34][cH:35][cH:36][cH:37][cH:38]1.[CH3:39][CH2:40][O:41][C:42]([CH3:43])=[O:44].[K+:30].[K+:31].[Pd:45].[c:103]1([P:104]([c:105]2[cH:106][cH:107][cH:108][cH:109][cH:110]2)[c:111]2[cH:112][cH:113][cH:114][cH:115][cH:116]2)[cH:117][cH:118][cH:119][cH:120][cH:121]1.[c:46]1([P:47]([c:48]2[cH:49][cH:50][cH:51][cH:52][cH:53]2)[c:54]2[cH:55][cH:56][cH:57][cH:58][cH:59]2)[cH:60][cH:61][cH:62][cH:63][cH:64]1.[c:65]1([P:66]([c:67]2[cH:68][cH:69][cH:70][cH:71][cH:72]2)[c:73]2[cH:74][cH:75][cH:76][cH:77][cH:78]2)[cH:79][cH:80][cH:81][cH:82][cH:83]1.[c:84]1([P:85]([c:86]2[cH:87][cH:88][cH:89][cH:90][cH:91]2)[c:92]2[cH:93][cH:94][cH:95][cH:96][cH:97]2)[cH:98][cH:99][cH:100][cH:101][cH:102]1>>[C:1]([CH3:2])([CH3:3])([CH3:4])[O:5][C:6](=[O:7])[NH:8][CH2:9][c:10]1[cH:11][cH:12][c:13](-[c:20]2[n:21]([CH3:25])[cH:22][cH:23][n:24]2)[cH:14][cH:15]1.